describe an organic reaction: reactants, conditions, products, and yield From a dataset of the Open Reaction Database (ORD), a public repository of structured organic reaction records. Reactants: O=[N+]([O-])c1ccc(CC2C(=NO)CCc3ccccc32)cc1OCc1ccccc1, ClC(Cl)Cl, O. The product is O=C1CCc2ccccc2C(Cc2ccc([N+](=O)[O-])c(OCc3ccccc3)c2)N1. RXN SMILES: [CH2:1]([c:2]1[cH:3][cH:4][cH:5][cH:6][cH:7]1)[O:8][c:9]1[cH:10][c:11]([CH2:12][CH:13]2[C:14](=[N:23][OH:24])[CH2:15][CH2:16][c:17]3[cH:18][cH:19][cH:20][cH:21][c:22]32)[cH:25][cH:26][c:27]1[N+:28](=[O:29])[O-:30].[Cl:32][CH:33]([Cl:34])[Cl:35].[OH2:31]>>[CH2:1]([c:2]1[cH:3][cH:4][cH:5][cH:6][cH:7]1)[O:8][c:9]1[cH:10][c:11]([CH2:12][CH:13]2[c:22]3[c:17]([cH:18][cH:19][cH:20][cH:21]3)[CH2:16][CH2:15][C:14](=[O:31])[NH:23]2)[cH:25][cH:26][c:27]1[N+:28](=[O:29])[O-:30]. The reactants are CO, COC(=O)C=Cc1cccc(C(c2ccc(Cl)cc2)N2CCN(C)CC2)c1, [K+], [OH-]. The product is CN1CCN(C(c2ccc(Cl)cc2)c2cccc(C=CC(=O)O)c2)CC1. Reaction SMILES: [CH3:28][OH:29].[Cl:1][c:2]1[cH:3][cH:4][c:5]([CH:6]([N:7]2[CH2:8][CH2:9][N:10]([CH3:13])[CH2:11][CH2:12]2)[c:14]2[cH:15][c:16]([CH:17]=[CH:18][C:19](=[O:20])[O:21][CH3:22])[cH:23][cH:24][cH:25]2)[cH:26][cH:27]1.[K+:31].[OH-:30]>>[Cl:1][c:2]1[cH:3][cH:4][c:5]([CH:6]([N:7]2[CH2:8][CH2:9][N:10]([CH3:13])[CH2:11][CH2:12]2)[c:14]2[cH:15][c:16]([CH:17]=[CH:18][C:19](=[O:20])[OH:21])[cH:23][cH:24][cH:25]2)[cH:26][cH:27]1. Reactants: COC(=O)N1CCC(CO[Si](C)(C)C(C)(C)C)CC1Cc1ccc(C(C)(C)C)cc1, CCCC[N+](CCCC)(CCCC)CCCC, [F-], C1CCOC1. The product is COC(=O)N1CCC(CO)CC1Cc1ccc(C(C)(C)C)cc1. As a reaction SMILES: [C:1]([CH3:2])([CH3:3])([CH3:4])[c:5]1[cH:6][cH:7][c:8]([CH2:9][CH:10]2[N:11]([C:25](=[O:26])[O:27][CH3:28])[CH2:12][CH2:13][CH:14]([CH2:16][O:17][Si:18]([C:19]([CH3:20])([CH3:21])[CH3:22])([CH3:23])[CH3:24])[CH2:15]2)[cH:29][cH:30]1.[CH3:32][CH2:33][CH2:34][CH2:35][N+:36]([CH2:37][CH2:38][CH2:39][CH3:40])([CH2:41][CH2:42][CH2:43][CH3:44])[CH2:45][CH2:46][CH2:47][CH3:48].[F-:31].[O:49]1[CH2:50][CH2:51][CH2:52][CH2:53]1>>[C:1]([CH3:2])([CH3:3])([CH3:4])[c:5]1[cH:6][cH:7][c:8]([CH2:9][CH:10]2[N:11]([C:25](=[O:26])[O:27][CH3:28])[CH2:12][CH2:13][CH:14]([CH2:16][OH:17])[CH2:15]2)[cH:29][cH:30]1. The reactants are C(C)OC(=O)CN1C=C(C2=CC=CC=C12)CC(=O)OCC1=CC=CC=C1 (phenylmethyl 1-(ethoxycarbonylmethyl)-1H-indole-3-acetate). The reagents and catalysts are [Pd] (palladium). Run in O1CCCC1 (tetrahydrofuran). The product is C(C)OC(=O)CN1C=C(C2=CC=CC=C12)CC(=O)O (1-(Ethoxycarbonylmethyl)-1H-indole-3-acetic acid). Isolated yield 60.0%. As a reaction SMILES: [CH2:1]([O:3][C:4]([CH2:6][N:7]1[C:15]2[C:10](=[CH:11][CH:12]=[CH:13][CH:14]=2)[C:9]([CH2:16][C:17]([O:19]CC2C=CC=CC=2)=[O:18])=[CH:8]1)=[O:5])[CH3:2]>[Pd].O1CCCC1>[CH2:1]([O:3][C:4]([CH2:6][N:7]1[C:15]2[C:10](=[CH:11][CH:12]=[CH:13][CH:14]=2)[C:9]([CH2:16][C:17]([OH:19])=[O:18])=[CH:8]1)=[O:5])[CH3:2]. Procedure details: Prepared analogously to Example 45f), but using tetrahydrofuran instead of ethanol as solvent, from phenylmethyl 1-(ethoxycarbonylmethyl)-1H-indole-3-acetate by catalytic hydrogenation in the presence of palladium/activated charcoal in a yield of 60% of theory. Colourless crystal, Mp. 138° C. Reported procedure: Ethyl orthoformate (14.0 g) and borontrifluoride diethyletherate (0.45 g) were added to a solution of methyl 2-methoxyimino-3-oxobutyrate (syn isomer, 10 g) in ethanol (20 ml) and stirred at 70° C. for 4 hours. To the resultant mixture were added a saturated aqueous solution of sodium bicarbonate (20 ml) and diisopropyl ether (30 ml). After separating the organic solution, the aqueous solution was extracted with diisopropyl ether (30 ml). The organic layer and the extract were combined, washed w... The reactants are resultant mixture, C([O-])(O)=O.[Na+] (sodium bicarbonate), C(C)(C)OC(C)C (diisopropyl ether), C(OCC)([O-])[O-] (Ethyl orthoformate), B(F)(F)F (borontrifluoride), CON=C(C(=O)OC)C(C)=O (methyl 2-methoxyimino-3-oxobutyrate). Conditions: temperature 70 celsius, time 4 hour. Yields the product CON=C(C(=O)OC)C(C)(OCC)OCC (methyl 2-methoxyimino-3,3-diethoxybutyrate). Reaction SMILES: C([O-])([O-])[O:2][CH2:3][CH3:4].B(F)(F)F.[CH3:11][O:12][N:13]=[C:14]([C:19](=[O:21])[CH3:20])[C:15]([O:17][CH3:18])=[O:16].C(=O)(O)[O-].[Na+].[CH:27](OC(C)C)(C)[CH3:28]>C(O)C>[CH3:11][O:12][N:13]=[C:14]([C:19]([O:2][CH2:3][CH3:4])([O:21][CH2:27][CH3:28])[CH3:20])[C:15]([O:17][CH3:18])=[O:16] |f:3.4|. Solvent: C(C)O (ethanol). Starting materials: C(C)N(C(=S)N)C1=CC=CC=C1 (N-ethyl-N-phenylthiourea), CN(C(=S)N)C1=CC=CC=C1 (N-methyl-N-phenylthiourea). The product is CN1C(SC2=C1C=CC=C2)=N (3-methyl-2-iminobenzthiazoline). Isolated yield 95.6%. As a reaction SMILES: [CH2:1]([N:3]([C:7]1[CH:12]=[CH:11][CH:10]=[CH:9][CH:8]=1)[C:4]([NH2:6])=[S:5])C.CN(C1C=CC=CC=1)C(N)=S>>[CH3:1][N:3]1[C:7]2[CH:12]=[CH:11][CH:10]=[CH:9][C:8]=2[S:5][C:4]1=[NH:6]. Reported procedure: When the reaction is carried out as described in Example 23 with the exception that instead of N-ethyl-N-phenylthiourea an equimolar amount of N-methyl-N-phenylthiourea is used, 3-methyl-2-iminobenzthiazoline melting at 122° C. is obtained in a yield of 95.6% and with an equally good purity. Starting materials: CC(=CCCC1=CSC=C1)C (3-(4-methyl-pent-3-enyl)-thiophene). The reagents and catalysts are [Pd] (Pd/C). The solvent is C(C)O (ethanol). Reaction conditions: time 72 hour. Yields the product CC(CCCC1=CSC=C1)C (3-(4-methylpentyl)-thiophene). The yield is 66.0%. Reaction SMILES: [CH3:1][C:2]([CH3:11])=[CH:3][CH2:4][CH2:5][C:6]1[CH:10]=[CH:9][S:8][CH:7]=1>C(O)C.[Pd]>[CH3:1][CH:2]([CH3:11])[CH2:3][CH2:4][CH2:5][C:6]1[CH:10]=[CH:9][S:8][CH:7]=1. Reported procedure: To 12 g of freshly distilled 3-(4-methyl-pent-3-enyl)-thiophene dissolved in 150 ml ethanol was added 1 g of 5% Pd/C hydrogenation catalyst. The mixture was hydrogenated at atmospheric pressure in 72 hours. The catalyst was filtered of, the solvent evaporated and the residue distilled, yielding 8 g (66%) 3-(4-methylpentyl)-thiophene. Boiling point: 65°-66° C./0.13 kPa. nD20 =1.4962. The reactants are ClC1=C(C=CC(=C1)Cl)CC(CN1CCCC1)(C=CC)C (N-[3-(2,4-dichlorophenyl)-2-methyl-2-prop-1-en-1-yl-propyl]-pyrrolidine), C(C=CC)Br (crotyl bromide), C(C)(=O)OCC (ethyl acetate). Run at time 15 hour. Yields the product [Br-].C(\C=C\C)(=O)[N+]1(CCCC1)CC(CC1=C(C=C(C=C1)Cl)Cl)(C=CC)C (N-Crotonyl-N-[3-(2,4-dichlorophenyl)-2-methyl-2-prop-1-en-1yl-propyl]-pyrrolidinium bromide). As a reaction SMILES: [Cl:1][C:2]1[CH:7]=[C:6]([Cl:8])[CH:5]=[CH:4][C:3]=1[CH2:9][C:10]([CH3:20])([CH:17]=[CH:18][CH3:19])[CH2:11][N:12]1[CH2:16][CH2:15][CH2:14][CH2:13]1.[CH2:21]([Br:25])[CH:22]=[CH:23][CH3:24].C(OCC)(=[O:28])C>>[Br-:25].[C:21]([N+:12]1([CH2:11][C:10]([CH3:20])([CH:17]=[CH:18][CH3:19])[CH2:9][C:3]2[CH:4]=[CH:5][C:6]([Cl:8])=[CH:7][C:2]=2[Cl:1])[CH2:16][CH2:15][CH2:14][CH2:13]1)(=[O:28])/[CH:22]=[CH:23]/[CH3:24] |f:3.4|. Procedure: A solution of 31.2 g of N-[3-(2,4-dichlorophenyl)-2-methyl-2-prop-1-en-1-yl-propyl]-pyrrolidine and 27 g of crotyl bromide in 250 ml of ethyl acetate is refluxed for 5 hours. The mixture is then stirred for 15 hours at room temperature and the crystalline product which is obtained is filtered off, washed with ether and dried in vacuo. 15 g of the desired product is obtained; m.p.: 128° C. Reactants: CC(=O)OC1C(C)=CC2C(C(C)=C(Cl)Cl)CCC(C)C23OC(C)(C)OC13, CO, OCCO, Cc1ccc(S(=O)(=O)O)cc1. The product is CC(=O)OC1C(C)=CC2C(C(C)=C(Cl)Cl)CCC(C)C2(O)C1O. Reaction SMILES: [C:1]([CH3:2])(=[O:3])[O:4][CH:5]1[C:6]([CH3:26])=[CH:7][CH:8]2[CH:9]([C:21](=[C:22]([Cl:23])[Cl:24])[CH3:25])[CH2:10][CH2:11][CH:12]([CH3:20])[C:13]23[CH:14]1[O:15][C:16]([CH3:18])([CH3:19])[O:17]3.[CH3:42][OH:43].[OH:38][CH2:39][CH2:40][OH:41].[c:27]1([CH3:28])[cH:29][cH:30][c:31]([S:32]([OH:33])(=[O:34])=[O:35])[cH:36][cH:37]1>>[C:1]([CH3:2])(=[O:3])[O:4][CH:5]1[C:6]([CH3:26])=[CH:7][CH:8]2[CH:9]([C:21](=[C:22]([Cl:23])[Cl:24])[CH3:25])[CH2:10][CH2:11][CH:12]([CH3:20])[C:13]2([OH:17])[CH:14]1[OH:15]. Starting materials: NC=1C=C(C(=O)O)C=C(C1NC=1C=C(C=CC1)C)S(N)(=O)=O (3-amino-5-sulphamyl-4-(m-toluidino)-benzoic acid), C(C1=CC=CC=C1)Br (benzyl bromide), C(C)O (ethanol). Yields the product C(C1=CC=CC=C1)NC=1C=C(C(=O)OCC)C=C(C1NC=1C=C(C=CC1)C)S(N)(=O)=O (Ethyl 3-benzylamino-5-sulphamyl-4-(m-toluidino)-benzoate). Reaction SMILES: [NH2:1][C:2]1[CH:3]=[C:4]([CH:8]=[C:9]([S:19](=[O:22])(=[O:21])[NH2:20])[C:10]=1[NH:11][C:12]1[CH:13]=[C:14]([CH3:18])[CH:15]=[CH:16][CH:17]=1)[C:5]([OH:7])=[O:6].[CH2:23](Br)[C:24]1[CH:29]=[CH:28][CH:27]=[CH:26][CH:25]=1.[CH2:31](O)[CH3:32]>>[CH2:23]([NH:1][C:2]1[CH:3]=[C:4]([CH:8]=[C:9]([S:19](=[O:22])(=[O:21])[NH2:20])[C:10]=1[NH:11][C:12]1[CH:13]=[C:14]([CH3:18])[CH:15]=[CH:16][CH:17]=1)[C:5]([O:7][CH2:31][CH3:32])=[O:6])[C:24]1[CH:29]=[CH:28][CH:27]=[CH:26][CH:25]=1. Procedure: A mixture of 3-amino-5-sulphamyl-4-(m-toluidino)-benzoic acid (1.5 g), benzyl bromide (2.5 g), and anhydrous ethanol (50 ml) was heated under reflux for 10 hours. The resulting solution was cooled, and the precipitated ethyl 3-benzylamino-5-sulphamyl-4-(m-toluidino)-benzoate was collected by suction. After recrystallization from ethanol, the compound had a melting point of 169-170°C.